From a dataset of the Open Reaction Database (ORD), a public repository of structured organic reaction records. describe an organic reaction: reactants, conditions, products, and yield Starting materials: [C@H]1([C@H](CCCC1)N)N ((1S,2S)-cyclohexane-1,2-diamine), O=C1CCN(CC1)C(=O)OC(C)(C)C (tert-butyl 4-oxopiperidine-1-carboxylate), C(O)([O-])=O.[Na+] (sodium hydrogen carbonate), C(C)(=O)O[BH-](OC(C)=O)OC(C)=O.[Na+] (sodium triacetoxy borohydride). Solvent: ClCCl (dichloromethane), ClCCl (dichloromethane). Reaction conditions: time 5 hour. The product is N[C@@H]1[C@H](CCCC1)NC1CCN(CC1)C(=O)OC(C)(C)C (tert-butyl 4-{[(1S,2S)-2-aminocyclohexyl]amino}piperidine-1-carboxylate). Yield: 67.1%. As a reaction SMILES: [C@H:1]1([NH2:8])[CH2:6][CH2:5][CH2:4][CH2:3][C@@H:2]1[NH2:7].O=[C:10]1[CH2:15][CH2:14][N:13]([C:16]([O:18][C:19]([CH3:22])([CH3:21])[CH3:20])=[O:17])[CH2:12][CH2:11]1.C(O[BH-](OC(=O)C)OC(=O)C)(=O)C.[Na+].C(=O)([O-])O.[Na+]>ClCCl>[NH2:7][C@H:2]1[CH2:3][CH2:4][CH2:5][CH2:6][C@@H:1]1[NH:8][CH:10]1[CH2:15][CH2:14][N:13]([C:16]([O:18][C:19]([CH3:22])([CH3:21])[CH3:20])=[O:17])[CH2:12][CH2:11]1 |f:2.3,4.5|. Reported procedure: To a solution of (1S,2S)-cyclohexane-1,2-diamine (4 g, 35.08 mmol) in dichloromethane (80 mL) was added tert-butyl 4-oxopiperidine-1-carboxylate (3.49 g, 17.54 mmol) followed by sodium triacetoxy borohydride (11.15 g, 52.60 mmol) and stirred at room temperature for 5 hours. A saturated solution of sodium hydrogen carbonate (10 mL) was then added and the reaction diluted in dichloromethane (100 mL). The phases were separated and aqueous phase was extracted with dichloromethane (2×60 mL). Combined... The reactants are Cl.FC=1C(=C(C=CC1F)C1CCN(CC1)C(=O)C=1C2=C(NN1)CNC2)C(F)(F)F ((4-(3,4-difluoro-2-(trifluoromethyl)phenyl)piperidin-1-yl)(1,4,5,6-tetrahydropyrrolo[3,4-c]pyrazol-3-yl) methanone hydrochloride salt), N,N,N-diisopropylethylamine, ClC(=O)N1CCN(CC1)C(=O)OC(C)(C)C (tert-butyl 4-(chlorocarbonyl)piperazine-1-carboxylate). Reagents/catalysts: CN(C)C=1C=CN=CC1 (DMAP). Solvent: C(Cl)Cl (CH2Cl2). Reaction conditions: temperature 0 celsius, time 1 hour. Yields the product FC=1C(=C(C=CC1F)C1CCN(CC1)C(=O)C=1C2=C(NN1)CN(C2)C(=O)N2CCN(CC2)C(=O)OC(C)(C)C)C(F)(F)F (tert-butyl 4-(3-(4-(3,4-difluoro-2-(trifluoromethyl)phenyl)piperidine-1-carbonyl)-1,4,5,6-tetrahydropyrrolo[3,4-c]pyrazole-5-carbonyl)piperazine-1-carboxylate). Isolated yield 71.2%. Reaction SMILES: Cl.[F:2][C:3]1[C:4]([C:26]([F:29])([F:28])[F:27])=[C:5]([CH:10]2[CH2:15][CH2:14][N:13]([C:16]([C:18]3[C:19]4[CH2:25][NH:24][CH2:23][C:20]=4[NH:21][N:22]=3)=[O:17])[CH2:12][CH2:11]2)[CH:6]=[CH:7][C:8]=1[F:9].Cl[C:31]([N:33]1[CH2:38][CH2:37][N:36]([C:39]([O:41][C:42]([CH3:45])([CH3:44])[CH3:43])=[O:40])[CH2:35][CH2:34]1)=[O:32]>CN(C1C=CN=CC=1)C.C(Cl)Cl>[F:2][C:3]1[C:4]([C:26]([F:27])([F:28])[F:29])=[C:5]([CH:10]2[CH2:15][CH2:14][N:13]([C:16]([C:18]3[C:19]4[CH2:25][N:24]([C:31]([N:33]5[CH2:34][CH2:35][N:36]([C:39]([O:41][C:42]([CH3:45])([CH3:44])[CH3:43])=[O:40])[CH2:37][CH2:38]5)=[O:32])[CH2:23][C:20]=4[NH:21][N:22]=3)=[O:17])[CH2:12][CH2:11]2)[CH:6]=[CH:7][C:8]=1[F:9] |f:0.1|. Procedure details: A solution of (4-(3,4-difluoro-2-(trifluoromethyl)phenyl)piperidin-1-yl)(1,4,5,6-tetrahydropyrrolo[3,4-c]pyrazol-3-yl) methanone hydrochloride salt (50 mg, 0.11 mmol), N,N,N-diisopropylethylamine (0.05 mL, 0.3 mmol) and DMAP (0.5 mg, 0.004 mmol) in anhydrous CH2Cl2 (1 mL) was cooled to 0° C. under an atmosphere of N2, treated with tert-butyl 4-(chlorocarbonyl)piperazine-1-carboxylate (30 mg, 0.12 mmol) and stirred at 0° C. for 1 h. The cooling bath was then removed and the reaction stirred at ro...